This data is from the Open Reaction Database (ORD), a public repository of structured organic reaction records. The task is: describe an organic reaction: reactants, conditions, products, and yield The reactants are C(C)(C)(C)OC(=O)N1CCC(CC1)=O (1-(tert-butoxycarbonyl)-4-piperidinone), C(C)(=O)O (acetic acid), C(C)(=O)O[BH-](OC(C)=O)OC(C)=O.[Na+] (sodium triacetoxyborohydride), C([O-])([O-])=O.[Na+].[Na+] (sodium carbonate), NC=1C=C2C=CNC2=CC1 (5-Aminoindole). Solvent: O (water), C(C)#N (acetonitrile). Run at time 1 hour. Product: C(C)(C)(C)OC(=O)N1CCC(CC1)NC=1C=C2C=CNC2=CC1 (5-[1-(tert-butoxycarbonyl)-4-piperidylamino]indole). Yield: 125.6%. Reaction SMILES: [NH2:1][C:2]1[CH:3]=[C:4]2[C:8](=[CH:9][CH:10]=1)[NH:7][CH:6]=[CH:5]2.[C:11]([O:15][C:16]([N:18]1[CH2:23][CH2:22][C:21](=O)[CH2:20][CH2:19]1)=[O:17])([CH3:14])([CH3:13])[CH3:12].C(O)(=O)C.C(O[BH-](OC(=O)C)OC(=O)C)(=O)C.[Na+].C(=O)([O-])[O-].[Na+].[Na+]>C(#N)C.O>[C:11]([O:15][C:16]([N:18]1[CH2:23][CH2:22][CH:21]([NH:1][C:2]2[CH:3]=[C:4]3[C:8](=[CH:9][CH:10]=2)[NH:7][CH:6]=[CH:5]3)[CH2:20][CH2:19]1)=[O:17])([CH3:14])([CH3:12])[CH3:13] |f:3.4,5.6.7|. Procedure details: 5-Aminoindole (100 mg, 0.757 mmol) was dissolved in acetonitrile (2 mL), and the solution was added with 1-(tert-butoxycarbonyl)-4-piperidinone (181 mg, 0.908 mmol), acetic acid (0.870 mL, 15.2 mmol) and sodium triacetoxyborohydride (160 mg, 0.755 mmol) little by little, followed by stirring at room temperature for 1 hour. The reaction mixture was added with water and sodium carbonate to adjust the pH to 9. The mixture was extracted with ethyl acetate. The organic layer was washed with saturated... Reactants: N[C@@H](CC(C)C)C(=O)N[C@H](CC1=CN(C2=CC=CC=C12)C(=O)OC)C(=O)N[C@H](CCCC)C(=O)OC(C)(C)C (H-Leu-DTrp(COOMe)-DNle-OtBu), ClC(=O)OC1=CC=CC=C1 (phenyl chloroformate). Solvent: N1=CC=CC=C1 (pyridine). Run at time 1.5 hour. Yields the product C1(=CC=CC=C1)OC(=O)N[C@@H](CC(C)C)C(=O)N[C@H](CC1=CN(C2=CC=CC=C12)C(=O)OC)C(=O)N[C@H](CCCC)C(=O)OC(C)(C)C (PhOCO-Leu-DTrp(COOMe)-DNle-OtBu). Reaction SMILES: [NH2:1][C@H:2]([C:7]([NH:9][C@@H:10]([C:25]([NH:27][C@@H:28]([C:33]([O:35][C:36]([CH3:39])([CH3:38])[CH3:37])=[O:34])[CH2:29][CH2:30][CH2:31][CH3:32])=[O:26])[CH2:11][C:12]1[C:20]2[C:15](=[CH:16][CH:17]=[CH:18][CH:19]=2)[N:14]([C:21]([O:23][CH3:24])=[O:22])[CH:13]=1)=[O:8])[CH2:3][CH:4]([CH3:6])[CH3:5].Cl[C:41]([O:43][C:44]1[CH:49]=[CH:48][CH:47]=[CH:46][CH:45]=1)=[O:42]>N1C=CC=CC=1>[C:44]1([O:43][C:41]([NH:1][C@H:2]([C:7]([NH:9][C@@H:10]([C:25]([NH:27][C@@H:28]([C:33]([O:35][C:36]([CH3:39])([CH3:38])[CH3:37])=[O:34])[CH2:29][CH2:30][CH2:31][CH3:32])=[O:26])[CH2:11][C:12]2[C:20]3[C:15](=[CH:16][CH:17]=[CH:18][CH:19]=3)[N:14]([C:21]([O:23][CH3:24])=[O:22])[CH:13]=2)=[O:8])[CH2:3][CH:4]([CH3:6])[CH3:5])=[O:42])[CH:49]=[CH:48][CH:47]=[CH:46][CH:45]=1. Procedure details: To a solution of H-Leu-DTrp(COOMe)-DNle-OtBu (320 mg, prepared in Example 21-(2)) in pyridine (2.3 ml) was added phenyl chloroformate at 0°-5° C. under argon atmosphere. The mixture was stirred at the same temperature for 1.5 h and concentrated in vacuo. The residue was dissolved in ethyl acetate and the solution was washed with 10% aq. citric acid, sat. aq. NaHCO3 and brine successively, dried over MgSO4 and evaporated in vacuo. The residue was purified by silica gel flash chromatography (Merck... Reactants: COc1cc(N)ccc1OC1CN(C(=O)OC(C)(C)C)C1, C[Al](C)C, Cc1ccccc1, O=C1OCCc2cc(-c3ccc(Cl)cc3)sc21. Yields the product COc1cc(NC(=O)c2sc(-c3ccc(Cl)cc3)cc2CCO)ccc1OC1CN(C(=O)OC(C)(C)C)C1. Reaction SMILES: [C:1]([CH3:2])([CH3:3])([CH3:4])[O:5][C:6](=[O:7])[N:8]1[CH2:9][CH:10]([O:12][c:13]2[c:14]([O:20][CH3:21])[cH:15][c:16]([NH2:19])[cH:17][cH:18]2)[CH2:11]1.[CH3:22][Al:23]([CH3:24])[CH3:25].[CH3:43][c:44]1[cH:45][cH:46][cH:47][cH:48][cH:49]1.[Cl:26][c:27]1[cH:28][cH:29][c:30](-[c:33]2[cH:34][c:35]3[c:36]([s:42]2)[C:37](=[O:41])[O:38][CH2:39][CH2:40]3)[cH:31][cH:32]1>>[C:1]([CH3:2])([CH3:3])([CH3:4])[O:5][C:6](=[O:7])[N:8]1[CH2:9][CH:10]([O:12][c:13]2[c:14]([O:20][CH3:21])[cH:15][c:16]([NH:19][C:37]([c:36]3[c:35]([CH2:40][CH2:39][OH:38])[cH:34][c:33](-[c:30]4[cH:29][cH:28][c:27]([Cl:26])[cH:32][cH:31]4)[s:42]3)=[O:41])[cH:17][cH:18]2)[CH2:11]1. The reactants are 1-l, ClC=1C(C(=C(C(C1Cl)=O)C#N)C#N)=O (2,3-dichloro-5,6-dicyano-1,4-benzoquinone), C(C)OC(CC1CCC2=C(SC3=C2C(=CC=C3)Cl)C1)=O (9-chloro-1,2,3,4-tetrahydrodibenzothiophene-3-acetic acid ethyl ester). The solvent is O1CCOCC1 (dioxane), O1CCOCC1 (dioxane). Run at time 24 hour. Product: C(C)OC(CC=1C=CC2=C(SC3=C2C(=CC=C3)Cl)C1)=O (9-chlorodibenzothiophene-3-acetic acid ethyl ester). As a reaction SMILES: ClC1C(=O)C(C#N)=C(C#N)C(=O)C=1Cl.[CH2:15]([O:17][C:18](=[O:34])[CH2:19][CH:20]1[CH2:33][C:24]2[S:25][C:26]3[CH:31]=[CH:30][CH:29]=[C:28]([Cl:32])[C:27]=3[C:23]=2[CH2:22][CH2:21]1)[CH3:16]>O1CCOCC1>[CH2:15]([O:17][C:18](=[O:34])[CH2:19][C:20]1[CH:21]=[CH:22][C:23]2[C:27]3[C:28]([Cl:32])=[CH:29][CH:30]=[CH:31][C:26]=3[S:25][C:24]=2[CH:33]=1)[CH3:16]. Reported procedure: To a 1-l. three-necked flask provided with a condenser, stirrer and dropping funnel was added 11 g. of 2,3-dichloro-5,6-dicyano-1,4-benzoquinone (DDQ) and 500 ml. of dioxane. To the solution heated to reflux, was added at a rapid rate a solution of 6 g. of 9-chloro-1,2,3,4-tetrahydrodibenzothiophene-3-acetic acid ethyl ester in 100 ml. of dioxane. The solution was refluxed and stirred for 24 hours, cooled to room temperature and then filtered to remove the hydroquinone. The solvent was removed i... The reactants are C1(CCCC2=CC=CC=C12)=O (1-tetralone), O.C(C=O)(=O)O (glyoxylic acid monohydrate), O.NN (hydrazine hydrate). Yields the product N=1NC(C=C2CCC3=C(C12)C=CC=C3)=O (5,6-dihydrobenzo[h]cinnolin- 3[2H]-one). RXN SMILES: [C:1]1(=O)[C:10]2[C:5](=[CH:6][CH:7]=[CH:8][CH:9]=2)[CH2:4][CH2:3][CH2:2]1.O.[C:13]([OH:17])(=O)[CH:14]=O.O.[NH2:19][NH2:20]>>[N:19]1[NH:20][C:13](=[O:17])[CH:14]=[C:2]2[C:1]=1[C:10]1[CH:9]=[CH:8][CH:7]=[CH:6][C:5]=1[CH2:4][CH2:3]2 |f:1.2,3.4|. Procedure: In a manner similar to that described in Preparation 3, 1-tetralone was treated with glyoxylic acid monohydrate and hydrazine hydrate to give 5,6-dihydrobenzo[h]cinnolin- 3[2H]-one (m.p. 260-1°; from ethanol) ν(Nujol mull) 3350-2200, 1665, 1610 and 1600 cm-1 ; δ(DMSO-d6) 2.88 (4H,s,5,6-H2), 6.77 (1H,s,4-H), approx 7.3 (3H,m,7,8,9-H), 7.92 (1H,m,10-H), 12.9 (1H,br,NH).